This data is from the Open Reaction Database (ORD), a public repository of structured organic reaction records. The task is: describe an organic reaction: reactants, conditions, products, and yield Starting materials: CCO, [K+], [K+], O=C([O-])[O-], O, O=C1CN(c2ccc(CC(NS(=O)(=O)c3ccccc3)c3nc4ccccc4[nH]3)cc2OCc2ccccc2)S(=O)(=O)N1. Product: O=C1CN(c2ccc(CC(NS(=O)(=O)c3ccccc3)c3nc4ccccc4[nH]3)cc2O)S(=O)(=O)N1. As a reaction SMILES: [CH3:50][CH2:51][OH:52].[K+:44].[K+:45].[O-:46][C:47]([O-:48])=[O:49].[OH2:53].[nH:1]1[c:2]([CH:10]([CH2:11][c:12]2[cH:13][c:14]([O:26][CH2:27][c:28]3[cH:29][cH:30][cH:31][cH:32][cH:33]3)[c:15]([N:18]3[S:19](=[O:24])(=[O:25])[NH:20][C:21](=[O:23])[CH2:22]3)[cH:16][cH:17]2)[NH:34][S:35](=[O:36])(=[O:37])[c:38]2[cH:39][cH:40][cH:41][cH:42][cH:43]2)[n:3][c:4]2[c:5]1[cH:6][cH:7][cH:8][cH:9]2>>[n:1]1[c:2]([CH:10]([CH2:11][c:12]2[cH:13][c:14]([OH:26])[c:15]([N:18]3[S:19](=[O:24])(=[O:25])[NH:20][C:21](=[O:23])[CH2:22]3)[cH:16][cH:17]2)[NH:34][S:35](=[O:36])(=[O:37])[c:38]2[cH:39][cH:40][cH:41][cH:42][cH:43]2)[nH:3][c:4]2[c:5]1[cH:6][cH:7][cH:8][cH:9]2. Reactants: [H-].[H-].[H-].[H-].[Li+].[Al+3] (LiAlH4), OS(=O)(=O)[O-].[K+] (KHSO4), CON(C(=O)C(CC(C)C)NC(=O)C1=NC=CC=C1)C (pyridine-2-carboxylic acid [1-(N-methoxy-N-methylcarbamoyl)-3-methylbutyl]amide), ice. Solvent: C1CCOC1 (THF), O (H2O), C1CCOC1 (THF). Run at temperature 0 celsius. The product is C(=O)C(CC(C)C)NC(=O)C1=NC=CC=C1 (pyridine-2-carboxylic acid (1-formyl-3-methylbutyl)amide). Isolated yield 86.0%. Reaction SMILES: CON(C)[C:4]([CH:6]([NH:11][C:12]([C:14]1[CH:19]=[CH:18][CH:17]=[CH:16][N:15]=1)=[O:13])[CH2:7][CH:8]([CH3:10])[CH3:9])=[O:5].[H-].[H-].[H-].[H-].[Li+].[Al+3].OS([O-])(=O)=O.[K+]>C1COCC1.O>[CH:4]([CH:6]([NH:11][C:12]([C:14]1[CH:19]=[CH:18][CH:17]=[CH:16][N:15]=1)=[O:13])[CH2:7][CH:8]([CH3:10])[CH3:9])=[O:5] |f:1.2.3.4.5.6,7.8|. Reported procedure: The amide from above (4.7 g, 14.7 mmol) was dissolved in 50 mL THF and added to a slurry of LiAlH4 (558 mg, 14.7 mmol) in 50 mL THF at −78° C. The reaction mixture was allowed to warm to 0° C. and maintained for 15 min, after which time it was cooled to −78° C. and cannulated into an ice-cooled solution of KHSO4 (8.16 g, 60 mmol) in 200 mL H2O. The resulting mixture was extracted with 5×100 mL EtOAc. The combined extracts were washed with 2×100 mL satd.NaHCO3 and 1×100 mL brine, dried with Na2SO... The solvent is O (water). RXN SMILES: [Cl:1][C:2]1[CH:7]=[CH:6][C:5]([C:8]2([C:27]([O:29]CC)=[O:28])[O:26][CH2:25][C:11]3([C:24]4[CH:23]=[CH:22][CH:21]=[CH:20][C:19]=4[O:18][C:17]4[C:12]3=[CH:13][CH:14]=[CH:15][CH:16]=4)[CH2:10][O:9]2)=[CH:4][CH:3]=1.[OH-].[K+].C(O)C.Cl>O>[Cl:1][C:2]1[CH:7]=[CH:6][C:5]([C:8]2([C:27]([OH:29])=[O:28])[O:9][CH2:10][C:11]3([C:12]4[CH:13]=[CH:14][CH:15]=[CH:16][C:17]=4[O:18][C:19]4[C:24]3=[CH:23][CH:22]=[CH:21][CH:20]=4)[CH2:25][O:26]2)=[CH:4][CH:3]=1 |f:1.2|. Yield: 73.4%. Reported procedure: A mixture of 0.09 g (0.2 mmol) of the ester prepared in Example 77, Example [sic], 0.5 g (9 mmol) of KOH, 20 ml of ethanol and 10 ml of water is stirred at reflux for 3 h. After cooling, the reaction medium is acidified with concentrated HCl solution to pH=5 and extracted with ethyl acetate. The combined organic phases are dried over Na2SO4 and then evaporated. The residual oil is crystallized from a suitable solvent. 0.06 g of white solid is isolated (yield=64%). m.p.=244-246° C. The reactants are ClC1=CC=C(C=C1)C1(OCC2(C3=CC=CC=C3OC=3C=CC=CC23)CO1)C(=O)OCC (Ethyl 2-(4-Chlorophenyl)spiro[1,3-dioxane-5,9′-xanthene]-2-carboxylate), Cl (HCl), [OH-].[K+] (KOH), C(C)O (ethanol). The product is ClC1=CC=C(C=C1)C1(OCC2(C3=CC=CC=C3OC=3C=CC=CC23)CO1)C(=O)O (2-(4-Chlorophenyl)spiro[1,3-dioxane-5,9′-xanthene]-2-carboxylic Acid). The reactants are CNc1nc(C)cc(OC)n1, CC#N, O=C=NS(=O)(=O)c1c(Cl)cccc1Cl, C1CN2CCN1CC2. The product is COc1cc(C)nc(N(C)C(=O)NS(=O)(=O)c2c(Cl)cccc2Cl)n1. Reaction SMILES: [CH3:1][O:2][c:3]1[n:4][c:5]([NH:10][CH3:11])[n:6][c:7]([CH3:9])[cH:8]1.[CH3:34][C:35]#[N:36].[Cl:20][c:21]1[c:22]([S:28](=[O:29])(=[O:30])[N:31]=[C:32]=[O:33])[c:23]([Cl:27])[cH:24][cH:25][cH:26]1.[N:12]12[CH2:13][CH2:14][N:15]([CH2:16][CH2:17]1)[CH2:18][CH2:19]2>>[CH3:1][O:2][c:3]1[n:4][c:5]([N:10]([CH3:11])[C:32]([NH:31][S:28]([c:22]2[c:21]([Cl:20])[cH:26][cH:25][cH:24][c:23]2[Cl:27])(=[O:29])=[O:30])=[O:33])[n:6][c:7]([CH3:9])[cH:8]1. Starting materials: CCCC[N+](CCCC)(CCCC)CCCC, [F-], C1CCOC1, O, O=S(=O)(c1ccccc1)n1cc(Cc2ccc(NCc3cncc(F)c3)nc2)c2cc(Cl)cnc21. The product is Fc1cncc(CNc2ccc(Cc3c[nH]c4ncc(Cl)cc34)cn2)c1. As a reaction SMILES: [CH3:37][CH2:38][CH2:39][CH2:40][N+:41]([CH2:42][CH2:43][CH2:44][CH3:45])([CH2:46][CH2:47][CH2:48][CH3:49])[CH2:50][CH2:51][CH2:52][CH3:53].[F-:36].[O:55]1[CH2:56][CH2:57][CH2:58][CH2:59]1.[OH2:54].[c:1]1([S:2](=[O:3])(=[O:4])[n:10]2[cH:11][c:12]([CH2:20][c:21]3[cH:22][cH:23][c:24]([NH:27][CH2:28][c:29]4[cH:30][n:31][cH:32][c:33]([F:35])[cH:34]4)[n:25][cH:26]3)[c:13]3[c:14]2[n:15][cH:16][c:17]([Cl:19])[cH:18]3)[cH:5][cH:6][cH:7][cH:8][cH:9]1>>[nH:10]1[cH:11][c:12]([CH2:20][c:21]2[cH:22][cH:23][c:24]([NH:27][CH2:28][c:29]3[cH:30][n:31][cH:32][c:33]([F:35])[cH:34]3)[n:25][cH:26]2)[c:13]2[c:14]1[n:15][cH:16][c:17]([Cl:19])[cH:18]2. The reactants are Cc1ccccc1, CC(C)(C)OC(=O)NCCCCNc1c([N+](=O)[O-])cnc2ccccc12. The product is CC(C)(C)OC(=O)NCCCCNc1c(N)cnc2ccccc12. RXN SMILES: [CH3:27][c:28]1[cH:29][cH:30][cH:31][cH:32][cH:33]1.[N+:1]([O-:2])(=[O:3])[c:4]1[cH:5][n:6][c:7]2[cH:8][cH:9][cH:10][cH:11][c:12]2[c:13]1[NH:14][CH2:15][CH2:16][CH2:17][CH2:18][NH:19][C:20]([O:21][C:22]([CH3:23])([CH3:24])[CH3:25])=[O:26]>>[NH2:1][c:4]1[cH:5][n:6][c:7]2[cH:8][cH:9][cH:10][cH:11][c:12]2[c:13]1[NH:14][CH2:15][CH2:16][CH2:17][CH2:18][NH:19][C:20]([O:21][C:22]([CH3:23])([CH3:24])[CH3:25])=[O:26]. Isolated yield 0.8%. Product: BrC1=CC=C(CN(C(=S)NC2=CC=CC=C2)C2CCCC2)C=C1 (N-4-bromobenzyl-N-cyclopentyl-N'-phenylthiourea). The reactants are NC1=CC=CC=C1 (aniline), BrC1=CC=C(CN(C(=S)Cl)C2CCCC2)C=C1 (N-4-bromobenzyl-N-cyclopentylthiocarbamoyl-chloride). Procedure: Analogously to Example 3, 19 grams (0.2 mole) of aniline were reacted with 34 grams (0.1 mole) of N-4-bromobenzyl-N-cyclopentylthiocarbamoyl-chloride, 0.31 grams of N-4-bromobenzyl-N-cyclopentyl-N'-phenylthiourea were obtained. Yield: 80%. Melting point: 129°-131° C. RXN SMILES: [NH2:1][C:2]1[CH:7]=[CH:6][CH:5]=[CH:4][CH:3]=1.[Br:8][C:9]1[CH:24]=[CH:23][C:12]([CH2:13][N:14]([CH:18]2[CH2:22][CH2:21][CH2:20][CH2:19]2)[C:15](Cl)=[S:16])=[CH:11][CH:10]=1>>[Br:8][C:9]1[CH:24]=[CH:23][C:12]([CH2:13][N:14]([CH:18]2[CH2:22][CH2:21][CH2:20][CH2:19]2)[C:15]([NH:1][C:2]2[CH:7]=[CH:6][CH:5]=[CH:4][CH:3]=2)=[S:16])=[CH:11][CH:10]=1.